Dataset: the Open Reaction Database (ORD), a public repository of structured organic reaction records. Task: describe an organic reaction: reactants, conditions, products, and yield Starting materials: Cc1ccc(-n2cccc2)c(Br)c1, ClCCl, CN(C)C=O, O=C=NS(=O)(=O)Cl. Yields the product Cc1ccc(-n2cccc2C#N)c(Br)c1. As a reaction SMILES: [Br:8][c:9]1[c:10](-[n:16]2[cH:17][cH:18][cH:19][cH:20]2)[cH:11][cH:12][c:13]([CH3:15])[cH:14]1.[CH2:26]([Cl:27])[Cl:28].[CH3:21][N:22]([CH3:23])[CH:24]=[O:25].[Cl:1][S:2](=[O:4])([N:5]=[C:6]=[O:3])=[O:7]>>[N:5]#[C:6][c:17]1[n:16](-[c:10]2[c:9]([Br:8])[cH:14][c:13]([CH3:15])[cH:12][cH:11]2)[cH:20][cH:19][cH:18]1. The reactants are O=C1NN=C2C=3C(=CC=CC13)NC(C2C2=CC=CC=C2)C2=CC=C(C=O)C=C2 (4-(3-oxo-9-phenyl-3,7,8,9-tetrahydro-2H-pyrido[4,3,2-de]phthalazin-8-yl)benzaldehyde), C(C)(=O)O (acetic acid), [BH-](OC(=O)C)(OC(=O)C)OC(=O)C.[Na+] (NaBH(OAc)3), C(C)N1CCNCC1 (1-ethylpiperazine). Solvent: ClCCl (dichloromethane). Run at time 8 hour. The product is C(C)N1CCN(CC1)CC1=CC=C(C=C1)C1C(C2=NNC(C=3C=CC=C(C23)N1)=O)C1=CC=CC=C1 (8-(4-((4-ethylpiperazin-1-yl)methyl)phenyl)-9-phenyl-8,9-dihydro-2H-pyrido[4,3,2-de]phthalazin-3(7H)-one). The yield is 53.7%. As a reaction SMILES: [O:1]=[C:2]1[C:11]2[CH:10]=[CH:9][CH:8]=[C:7]3[NH:12][CH:13]([C:21]4[CH:28]=[CH:27][C:24]([CH:25]=O)=[CH:23][CH:22]=4)[CH:14]([C:15]4[CH:20]=[CH:19][CH:18]=[CH:17][CH:16]=4)[C:5]([C:6]=23)=[N:4][NH:3]1.C(O)(=O)C.[CH2:33]([N:35]1[CH2:40][CH2:39][NH:38][CH2:37][CH2:36]1)[CH3:34].[BH-](OC(C)=O)(OC(C)=O)OC(C)=O.[Na+]>ClCCl>[CH2:33]([N:35]1[CH2:40][CH2:39][N:38]([CH2:25][C:24]2[CH:23]=[CH:22][C:21]([CH:13]3[NH:12][C:7]4[C:6]5[C:5](=[N:4][NH:3][C:2](=[O:1])[C:11]=5[CH:10]=[CH:9][CH:8]=4)[CH:14]3[C:15]3[CH:20]=[CH:19][CH:18]=[CH:17][CH:16]=3)=[CH:28][CH:27]=2)[CH2:37][CH2:36]1)[CH3:34] |f:3.4|. Reported procedure: To a stirred solution of 4-(3-oxo-9-phenyl-3,7,8,9-tetrahydro-2H-pyrido[4,3,2-de]phthalazin-8-yl)benzaldehyde (200 mg, 0.54 mmol) in dichloromethane (30 mL) was added acetic acid (1 mL) followed by the addition of 1-ethylpiperazine (121 mg, 1.63 mmol). After the addition, the mixture was stirred at room temperature overnight. Then the mixture was cooled to 0° C. NaBH(OAc)3 (173 mg, 0.81 mmol) was added. After the addition, the mixture was stirred at this temperature for 12 hr. dichloromethane wa... Procedure: Alternatively, benzyl ethers may be used to protect --OH groups. For example, 2,2-dimethyl-4,5-di(hydroxymethyl)-1,3-dioxolane (8 g, 0.2 mol) is heated at reflux with benzyl chloride (25 g, 0.2 mol) and K2CO3 (25 g, 0.2 mol) in 100 mL ethanol. The product is added to aqueous NaOH, extracted with ether, and purified by silica gel chromatography to yield 2,2-dimethyl-4-hydroxymethyl-5-benzyloxymethyl-1,3-dioxolane. The solvent is C(C)O (ethanol). Reaction SMILES: [CH3:1][C:2]1([CH3:11])[O:6][CH:5]([CH2:7][OH:8])[CH:4]([CH2:9][OH:10])[O:3]1.[CH2:12](Cl)[C:13]1[CH:18]=[CH:17][CH:16]=[CH:15][CH:14]=1.C([O-])([O-])=O.[K+].[K+].[OH-].[Na+]>C(O)C>[CH3:1][C:2]1([CH3:11])[O:3][CH:4]([CH2:9][OH:10])[CH:5]([CH2:7][O:8][CH2:12][C:13]2[CH:18]=[CH:17][CH:16]=[CH:15][CH:14]=2)[O:6]1 |f:2.3.4,5.6|. Yields the product CC1(OC(C(O1)CO)COCC1=CC=CC=C1)C (2,2-dimethyl-4-hydroxymethyl-5-benzyloxymethyl-1,3-dioxolane). Starting materials: benzyl ethers, [OH-].[Na+] (NaOH), CC1(OC(C(O1)CO)CO)C (2,2-dimethyl-4,5-di(hydroxymethyl)-1,3-dioxolane), C(C1=CC=CC=C1)Cl (benzyl chloride), C(=O)([O-])[O-].[K+].[K+] (K2CO3). The reactants are O=C([O-])[O-], CC1(C)CONC1=O, CN(C)C=O, CCCCCC, Fc1ccc(CBr)c(Cl)c1, [K+], [K+]. The product is CC1(C)CON(Cc2ccc(F)cc2Cl)C1=O. As a reaction SMILES: [C:19](=[O:20])([O-:21])[O-:22].[CH3:1][C:2]1([CH3:8])[C:3](=[O:7])[NH:4][O:5][CH2:6]1.[CH3:25][N:26]([CH3:27])[CH:28]=[O:29].[CH3:30][CH2:31][CH2:32][CH2:33][CH2:34][CH3:35].[Cl:9][c:10]1[c:11]([CH2:17][Br:18])[cH:12][cH:13][c:14]([F:16])[cH:15]1.[K+:23].[K+:24]>>[CH3:1][C:2]1([CH3:8])[C:3](=[O:7])[N:4]([CH2:17][c:11]2[c:10]([Cl:9])[cH:15][c:14]([F:16])[cH:13][cH:12]2)[O:5][CH2:6]1.